The task is: describe an organic reaction: reactants, conditions, products, and yield. This data is from the Open Reaction Database (ORD), a public repository of structured organic reaction records. Yields the product CC1=CC=C(C=C1)S(=O)(=O)OC=1C=CC(=C(C(=O)OC)C1)OCC1=CC=CC=C1 (Methyl 5-{[(4-methylphenyl)sulfonyl]oxy}-2-[(phenylmethyl)oxy]benzoate). Reaction SMILES: Br[CH2:2][C:3]1[CH:8]=[CH:7][CH:6]=[CH:5][CH:4]=1.[OH:9][C:10]1[CH:19]=[CH:18][C:17]([O:20][S:21]([C:24]2[CH:29]=[CH:28][C:27]([CH3:30])=[CH:26][CH:25]=2)(=[O:23])=[O:22])=[CH:16][C:11]=1[C:12]([O:14][CH3:15])=[O:13]>>[CH3:30][C:27]1[CH:28]=[CH:29][C:24]([S:21]([O:20][C:17]2[CH:18]=[CH:19][C:10]([O:9][CH2:2][C:3]3[CH:8]=[CH:7][CH:6]=[CH:5][CH:4]=3)=[C:11]([CH:16]=2)[C:12]([O:14][CH3:15])=[O:13])(=[O:23])=[O:22])=[CH:25][CH:26]=1. Procedure details: (Bromomethyl)benzene (3.81 g, 22.26 mmol) was added to methyl 2-hydroxy-5-{[(4-methylphenyl)sulfonyl]oxy}benzoate (may be prepared as described in Description 36; 2.87 g, 8.90 mmol) and the resulting mixture was refluxed overnight. After cooling, the resulting precipitate was filtered and the filtrate was evaporated. The crude product was purified by silica gel chromatography, eluting with a 4:1 mixture of hexane:ethyl acetate to yield the title compound as a colourless oil. 2.7 g. Starting materials: BrCC1=CC=CC=C1 ((Bromomethyl)benzene), OC1=C(C(=O)OC)C=C(C=C1)OS(=O)(=O)C1=CC=C(C=C1)C (methyl 2-hydroxy-5-{[(4-methylphenyl)sulfonyl]oxy}benzoate). Reactants: C(C1=CC=CC=C1)N1C(=CC2=NC(=CC=C21)Cl)C=2N=CSC2 (1-benzyl-5-chloro-2-(1,3-thiazol-4-yl)-1H-pyrrolo[3,2-b]pyridine), N(NC(=O)OC(C)(C)C)C(=O)OC(C)(C)C (di-tert-butyl hydrazine-1,2-dicarboxylate), N(NC(=O)OC(C)(C)C)C(=O)OC(C)(C)C (di-tert-butyl hydrazine-1,2-dicarboxylate), C(=O)([O-])[O-].[Cs+].[Cs+] (Cs2CO3). Reagents/catalysts: C1(CCCCC1)P(C1=C(C=CC=C1)C1=C(C=C(C=C1C(C)C)C(C)C)C(C)C)C1CCCCC1.NC1=C(C=CC=C1)C1=C(C=CC=C1)[Pd]Cl (dicyclohexyl(2′,4′,6′-triisopropylbiphenyl-2-yl)phosphine (2′-aminobiphenyl-2-yl)(chloro)palladium), C1(CCCCC1)P(C1=C(C=CC=C1)C1=C(C=C(C=C1C(C)C)C(C)C)C(C)C)C1CCCCC1.NC1=C(C=CC=C1)C1=C(C=CC=C1)[Pd]Cl (dicyclohexyl(2′,4′,6′-triisopropylbiphenyl-2-yl)phosphine (2′-aminobiphenyl-2-yl)(chloro)palladium). Run in C1(=CC=CC=C1)C (toluene). Reaction conditions: temperature 108 celsius. Yields the product C(C1=CC=CC=C1)N1C(=CC2=C1C=CC=1N2C(=NN1)C)C=1N=CSC1 (6-benzyl-1-methyl-7-(1,3-thiazol-4-yl)-6H-pyrrolo[2,3-e][1,2,4]triazolo[4,3-a]pyridine). As a reaction SMILES: [CH2:1]([N:8]1[C:16]2[C:11](=[N:12][C:13](Cl)=[CH:14][CH:15]=2)[CH:10]=[C:9]1[C:18]1[N:19]=[CH:20][S:21][CH:22]=1)[C:2]1[CH:7]=[CH:6][CH:5]=[CH:4][CH:3]=1.[NH:23]([C:32](OC(C)(C)C)=O)[NH:24]C(OC(C)(C)C)=O.[C:39]([O-])([O-])=O.[Cs+].[Cs+]>C1(C)C=CC=CC=1.C1(P(C2CCCCC2)C2C=CC=CC=2C2C(C(C)C)=CC(C(C)C)=CC=2C(C)C)CCCCC1.NC1C=CC=CC=1C1C=CC=CC=1[Pd]Cl>[CH2:1]([N:8]1[C:16]2[CH:15]=[CH:14][C:13]3[N:12]([C:32]([CH3:39])=[N:23][N:24]=3)[C:11]=2[CH:10]=[C:9]1[C:18]1[N:19]=[CH:20][S:21][CH:22]=1)[C:2]1[CH:7]=[CH:6][CH:5]=[CH:4][CH:3]=1 |f:2.3.4,6.7|. Procedure details: 1-Benzyl-5-chloro-2-(1,3-thiazol-4-yl)-1H-pyrrolo[3,2-b]pyridine (32 mg, 0.098 mmol, from Step 1), di-tert-butyl hydrazine-1,2-dicarboxylate (27 mg, 0.12 mmol) and Cs2CO3 (32 mg, 0.098 mmol) were combined in toluene (3.0 mL) and dicyclohexyl(2′,4′,6′-triisopropylbiphenyl-2-yl)phosphine-(2′-aminobiphenyl-2-yl)(chloro)palladium (1:1) (7.7 mg, 0.0098 mmol) was added. The mixture was degassed by a stream of nitrogen through the solution for 10 minutes. The reaction was heated to 108° C. overnight. A... Reactants: CC(CO[Si](c1ccccc1)(c1ccccc1)C(C)(C)C)NC(=O)OCc1ccccc1, CO. The product is CC(N)CO[Si](c1ccccc1)(c1ccccc1)C(C)(C)C. As a reaction SMILES: [CH2:1]([O:2][C:3](=[O:4])[NH:10][CH:11]([CH2:12][O:13][Si:14]([c:15]1[cH:16][cH:17][cH:18][cH:19][cH:20]1)([c:21]1[cH:22][cH:23][cH:24][cH:25][cH:26]1)[C:27]([CH3:28])([CH3:29])[CH3:30])[CH3:31])[c:5]1[cH:6][cH:7][cH:8][cH:9][cH:32]1.[CH3:33][OH:34]>>[NH2:10][CH:11]([CH2:12][O:13][Si:14]([c:15]1[cH:16][cH:17][cH:18][cH:19][cH:20]1)([c:21]1[cH:22][cH:23][cH:24][cH:25][cH:26]1)[C:27]([CH3:28])([CH3:29])[CH3:30])[CH3:31]. Starting materials: C(C)(C)(C)OC(=O)NC(C(=O)OCC1=CC=CC=C1)C1(CCCC1)O (N-(t-butoxycarbonyl)-α-(1-hydroxycyclopentyl)glycine, benzyl ester), [H][H] (hydrogen). Reagents/catalysts: [Pd] (palladium on charcoal). Run in C(C)O (ethanol). Product: C(C)(C)(C)OC(=O)NC(C(=O)O)C1(CCCC1)O (N-(t-Butoxycarbonyl)-α-(1-hydroxycyclopentyl)-glycine). The yield is 82.9%. Reaction SMILES: [C:1]([O:5][C:6]([NH:8][CH:9]([C:20]1([OH:25])[CH2:24][CH2:23][CH2:22][CH2:21]1)[C:10]([O:12]CC1C=CC=CC=1)=[O:11])=[O:7])([CH3:4])([CH3:3])[CH3:2].[H][H]>C(O)C.[Pd]>[C:1]([O:5][C:6]([NH:8][CH:9]([C:20]1([OH:25])[CH2:21][CH2:22][CH2:23][CH2:24]1)[C:10]([OH:12])=[O:11])=[O:7])([CH3:4])([CH3:2])[CH3:3]. Procedure: A solution of N-(t-butoxycarbonyl)-α-(1-hydroxycyclopentyl)glycine, benzyl ester (1.81 g, 4.98 mmoles) in 30 ml of absolute ethanol at 25° C. was treated with 0.4 g of 10% palladium on charcoal and hydrogen at one atmosphere for 2.5 hours. The catalyst was filtered and the solvent evaporated. Benzene was added and evaporated. Crystallization from isopropyl ether (first crop) and hexane (second crop) gave a total of 1.07 g of product, melting point 132°-134° C. Reactants: BrC1=C(C=CC(=C1)F)S(=O)(=O)N(C(=O)OC)C1=CC=C2C3C(COC2=C1C(=O)OC)C3 (methyl (1aRS,7bSR)-5-[N-(2-bromo-4-fluorobenzenesulfonyl)-N-(methoxycarbonyl)amino]-1,1a,2,7b-tetrahydrocyclopropa-[c]chromene-4-carboxylate), BrC1=C(C=CC(=C1)F)S(=O)(=O)N(C(=O)OC)C1=CC=C2C3C(COC2=C1C(=O)OC)C3 (methyl (1aRS,7bSR)-5-[N-(2-bromo-4-fluorobenzenesulfonyl)-N-(methoxycarbonyl)amino]-1,1a,2,7b-tetrahydrocyclopropa-[c]chromene-4-carboxylate), C(C)(C)(C)[Si](OC\C(=C/[Sn](CCCC)(CCCC)CCCC)\C)(C)C (tert-butyl-dimethyl-((Z)-2-methyl-3-tributylstannanylallyloxy)silane), F[B-](F)(F)F.C(C)(C)(C)[PH+](C(C)(C)C)C(C)(C)C (tri-tert-butylphosphonium tetrafluoroborate), F[B-](F)(F)F.C(C)(C)(C)[PH+](C(C)(C)C)C(C)(C)C (tri-tert-butylphosphonium tetrafluoroborate). Reagents/catalysts: C=1C=CC(=CC1)/C=C/C(=O)/C=C/C2=CC=CC=C2.C=1C=CC(=CC1)/C=C/C(=O)/C=C/C2=CC=CC=C2.C=1C=CC(=CC1)/C=C/C(=O)/C=C/C2=CC=CC=C2.[Pd].[Pd] (tris(dibenzylideneacetone)dipalladium(0)), C=1C=CC(=CC1)/C=C/C(=O)/C=C/C2=CC=CC=C2.C=1C=CC(=CC1)/C=C/C(=O)/C=C/C2=CC=CC=C2.C=1C=CC(=CC1)/C=C/C(=O)/C=C/C2=CC=CC=C2.[Pd].[Pd] (tris(dibenzylideneacetone)dipalladium(0)). The solvent is C(C)(=O)OCC (ethyl acetate), O1CCOCC1 (dioxane), CS(=O)C (DMSO). Conditions: temperature 90 celsius, time 40 minute. Yields the product [Si](C)(C)(C(C)(C)C)OC\C(=C/C1=C(C=CC(=C1)F)S(=O)(=O)N(C(=O)OC)C1=CC=C2C3C(COC2=C1C(=O)OC)C3)\C (methyl (1aRS,7bSR)-5-(N-{2[(Z)-3-(tert-butyldimethylsilanyloxy)-2-methylprop-1-enyl]-4-fluorobenzenesulfonyl]-N-methoxycarbonyl-amino}-1,1a,2,7b-tetrahydrocyclopropa[c]chromene-4-carboxylate). Isolated yield 74.6%. As a reaction SMILES: Br[C:2]1[CH:7]=[C:6]([F:8])[CH:5]=[CH:4][C:3]=1[S:9]([N:12]([C:17]1[C:26]([C:27]([O:29][CH3:30])=[O:28])=[C:25]2[C:20]([CH:21]3[CH2:31][CH:22]3[CH2:23][O:24]2)=[CH:19][CH:18]=1)[C:13]([O:15][CH3:16])=[O:14])(=[O:11])=[O:10].[C:32]([Si:36]([CH3:56])([CH3:55])[O:37][CH2:38]/[C:39](/[CH3:54])=[CH:40]\[Sn](CCCC)(CCCC)CCCC)([CH3:35])([CH3:34])[CH3:33].F[B-](F)(F)F.C([PH+](C(C)(C)C)C(C)(C)C)(C)(C)C>O1CCOCC1.CS(C)=O.C(OCC)(=O)C.C1C=CC(/C=C/C(/C=C/C2C=CC=CC=2)=O)=CC=1.C1C=CC(/C=C/C(/C=C/C2C=CC=CC=2)=O)=CC=1.C1C=CC(/C=C/C(/C=C/C2C=CC=CC=2)=O)=CC=1.[Pd].[Pd]>[Si:36]([O:37][CH2:38]/[C:39](/[CH3:54])=[CH:40]\[C:2]1[CH:7]=[C:6]([F:8])[CH:5]=[CH:4][C:3]=1[S:9]([N:12]([C:17]1[C:26]([C:27]([O:29][CH3:30])=[O:28])=[C:25]2[C:20]([CH:21]3[CH2:31][CH:22]3[CH2:23][O:24]2)=[CH:19][CH:18]=1)[C:13]([O:15][CH3:16])=[O:14])(=[O:11])=[O:10])([C:32]([CH3:33])([CH3:34])[CH3:35])([CH3:55])[CH3:56] |f:2.3,7.8.9.10.11|. Reported procedure: A mixture of methyl (1aRS,7bSR)-5-[N-(2-bromo-4-fluorobenzenesulfonyl)-N-(methoxy-carbonyl)amino]-1,1a,2,7b-tetrahydrocyclopropa-[c]chromene-4-carboxylate (Intermediate 65, 0.257 g), tert-butyl-dimethyl-((Z)-2-methyl-3-tributylstannanylallyloxy)silane (0.475 g), tris(dibenzylideneacetone)dipalladium(0) (0.023 g) and tri-tert-butylphosphonium tetrafluoroborate (0.015 g) in dioxane (8 mL) and DMSO (0.8 mL) was stirred and heated at 90° C. under nitrogen for 1 hour. Further tris(dibenzylideneaceton... Reactants: COC(CC1NCCC2=CC=CC=C12)=O ((1,2,3,4-Tetrahydro-isoquinolin-1-yl)-acetic acid methyl ester), C=O (formaldehyde), C(C)(=O)O[BH-](OC(C)=O)OC(C)=O.[Na+] (sodium triacetoxyborohydride), [OH-].[Na+] (sodium hydroxide). Solvent: ClC(C)Cl (dichloroethane), O (water), C(Cl)Cl (DCM). Run at time 10 minute. The product is N (ammonia), COC(CC1N(CCC2=CC=CC=C12)C)=O ((2-methyl-1,2,3,4-tetrahydro-isoquinolin-1-yl)-acetic acid methyl ester). The yield is 196.7%. As a reaction SMILES: [CH3:1][O:2][C:3](=[O:15])[CH2:4][CH:5]1[C:14]2[C:9](=[CH:10][CH:11]=[CH:12][CH:13]=2)[CH2:8][CH2:7][NH:6]1.C=O.[C:18](O[BH-](OC(=O)C)OC(=O)C)(=O)C.[Na+].[OH-].[Na+]>ClC(Cl)C.O.C(Cl)Cl>[NH3:6].[CH3:1][O:2][C:3](=[O:15])[CH2:4][CH:5]1[C:14]2[C:9](=[CH:10][CH:11]=[CH:12][CH:13]=2)[CH2:8][CH2:7][N:6]1[CH3:18] |f:2.3,4.5|. Procedure: To a solution of material from Step 1 (6.71 g, 32.0 mmol) in 175 mL of dichloroethane was added 37% aqueous formaldehyde (22.6 mL, 300 mmol). After about 10 minute, sodium triacetoxyborohydride (31.2 g, 147.0 mmol) was added in 2 to 3 g portions with some cooling to maintain ambient temperature. The mixture was stirred for about 16 hours and DCM and water was added. The mixture was adjusted to pH 9–10 with 5N sodium hydroxide. The organic layer was separated, washed with brine, and then dried (N...